Dataset: the Open Reaction Database (ORD), a public repository of structured organic reaction records. Task: describe an organic reaction: reactants, conditions, products, and yield Starting materials: FC1=C(C(=C(C(=C1F)F)F)F)C=1C=C(C(=O)OC)C=CC1 (methyl 3-(2,3,4,5,6-pentafluorophenyl)benzoate), O (water), [H-].[Al+3].[Li+].[H-].[H-].[H-] (lithium aluminum hydride). The solvent is O1CCCC1 (tetrahydrofuran), O1CCCC1 (tetrahydrofuran), O1CCCC1 (tetrahydrofuran). The product is FC1=C(C(=C(C(=C1F)F)F)F)C=1C=C(CO)C=CC1 (3-(2,3,4,5,6-pentafluorophenyl)benzyl alcohol). Yield: 121.6%. RXN SMILES: [H-].[Al+3].[Li+].[H-].[H-].[H-].[F:7][C:8]1[C:13]([F:14])=[C:12]([F:15])[C:11]([F:16])=[C:10]([F:17])[C:9]=1[C:18]1[CH:19]=[C:20]([CH:25]=[CH:26][CH:27]=1)[C:21](OC)=[O:22].O>O1CCCC1>[F:7][C:8]1[C:13]([F:14])=[C:12]([F:15])[C:11]([F:16])=[C:10]([F:17])[C:9]=1[C:18]1[CH:19]=[C:20]([CH:25]=[CH:26][CH:27]=1)[CH2:21][OH:22] |f:0.1.2.3.4.5|. Reported procedure: To a stirred suspension of 0.5 g of lithium aluminum hydride in 50 ml of dry tetrahydrofuran, cooled to -78°, was added dropwise methyl 3-(2,3,4,5,6-pentafluorophenyl)benzoate (2.6 g, 0.009 mole) in 50 ml of dry tetrahydrofuran. Upon complete addition, the reaction mixture was stirred while warming to room temperature. A solution of 10% water in tetrahydrofuran was then added dropwise to the reaction mixture to destroy excess lithium aluminum hydride. An additional 50 ml of water was then added,... Starting materials: OC1=C(C(=O)O)C=CC(=C1)O (2,4- dihydroxybenzoic acid), ON1N=NC2=C1C=CC=C2 (1-hydroxybenzotriazole), C1(CCCCC1)N=C=NC1CCCCC1 (N,N'-dicyclohexyl carbodiimide), NC1CN(N(C1)CC)CC (4-amino-1,2-diethylpyrazolidine). The solvent is tetrahydrofuran anhydride, C(Cl)(Cl)Cl (chloroform). Reaction conditions: time 30 minute. Yields the product C(C)N1N(CC(C1)NC(C1=C(C=C(C=C1)O)O)=O)CC (N-(1,2-diethyl-4-pyrazolidinyl)-2,4- dihydroxybenzamide). Isolated yield 64.6%. Reaction SMILES: [OH:1][C:2]1[CH:10]=[C:9]([OH:11])[CH:8]=[CH:7][C:3]=1[C:4]([OH:6])=O.ON1C2C=CC=CC=2N=N1.C1(N=C=NC2CCCCC2)CCCCC1.[NH2:37][CH:38]1[CH2:42][N:41]([CH2:43][CH3:44])[N:40]([CH2:45][CH3:46])[CH2:39]1>C(Cl)(Cl)Cl>[CH2:45]([N:40]1[CH2:39][CH:38]([NH:37][C:4](=[O:6])[C:3]2[CH:7]=[CH:8][C:9]([OH:11])=[CH:10][C:2]=2[OH:1])[CH2:42][N:41]1[CH2:43][CH3:44])[CH3:46]. Procedure details: To a solution of 2,4- dihydroxybenzoic acid (1.00 g) in tetrahydrofuran anhydride (20 ml) were added 1-hydroxybenzotriazole (1.05 g) and N,N'-dicyclohexyl carbodiimide (1.34 g) while being cooled with ice. After the resulting mixture was stirred for 30 minutes, 4-amino-1,2-diethylpyrazolidine (0.93 g) was added thereto and the mixture was stirred for one night at room temperature. The reaction solution, with chloroform added thereto, was washed with brine and then dried over sodium sulfate anhyd... The reactants are Brc1cccnc1, CC(C)[Mg+], [Cl-], [Cl-], O=Cc1cc(F)ccc1F, [NH4+], C1CCOC1. Product: OC(c1cccnc1)c1cc(F)ccc1F. As a reaction SMILES: [Br:6][c:7]1[cH:8][n:9][cH:10][cH:11][cH:12]1.[CH:2]([Mg+:3])([CH3:4])[CH3:5].[Cl-:1].[Cl-:23].[F:13][c:14]1[c:15]([CH:16]=[O:17])[cH:18][c:19]([F:22])[cH:20][cH:21]1.[NH4+:24].[O:25]1[CH2:26][CH2:27][CH2:28][CH2:29]1>>[c:7]1([CH:16]([c:15]2[c:14]([F:13])[cH:21][cH:20][c:19]([F:22])[cH:18]2)[OH:17])[cH:8][n:9][cH:10][cH:11][cH:12]1. RXN SMILES: C(=O)([O-])[O-].[Cs+].[Cs+].[Br:7][C:8]1[CH:16]=[C:12]([C:13]([OH:15])=[O:14])[C:11]([OH:17])=[CH:10][CH:9]=1.[F:18][C:19]1[CH:24]=[CH:23][CH:22]=[C:21](F)[N:20]=1.Cl>CS(C)=O.O>[Br:7][C:8]1[CH:9]=[CH:10][C:11]([O:17][C:21]2[CH:22]=[CH:23][CH:24]=[C:19]([F:18])[N:20]=2)=[C:12]([CH:16]=1)[C:13]([OH:15])=[O:14] |f:0.1.2|. The reactants are Cl (HCl), C([O-])([O-])=O.[Cs+].[Cs+] (cesium carbonate), BrC1=CC=C(C(C(=O)O)=C1)O (5-bromosalicylic acid), FC1=NC(=CC=C1)F (2,6-difluoropyridine). Conditions: temperature 110 celsius, time 3 hour. Procedure details: A mixture of cesium carbonate (3.20 mL, 40.0 mmol), 5-bromosalicylic acid (4.34 g, 20.00 mmol) and 2,6-difluoropyridine (5.52 g, 48.0 mmol) in 8 mL of DMSO was stirred at 110° C. for 3 h. After cooling to rt, the reaction mixture was dissolved in water and the pH was adjusted to ˜3 with 1 N HCl. The reaction mixture was extracted with EtOAC (3×25 mL), washed with brine and evaporated to dryness to give crude 5-bromo-2-(6-fluoropyridin-2-yloxy)benzoic acid which was used directly in the next step... The product is BrC=1C=CC(=C(C(=O)O)C1)OC1=NC(=CC=C1)F (5-bromo-2-(6-fluoropyridin-2-yloxy)benzoic acid). The solvent is CS(=O)C (DMSO), O (water). Reaction SMILES: Cl[C:2]([O:4][CH2:5][C:6]([Cl:9])([Cl:8])[Cl:7])=[O:3].N1C=CC=CC=1.[CH:16]([O:19][CH:20]([O:34][CH:35]([CH3:37])[CH3:36])[C:21]([CH3:33])([CH3:32])[C:22](=[O:31])[CH2:23][C@@H:24]([OH:30])[C@@H:25]([CH3:29])[CH2:26][CH:27]=[CH2:28])([CH3:18])[CH3:17].[Na+].[Cl-]>C(Cl)Cl>[CH:35]([O:34][CH:20]([O:19][CH:16]([CH3:18])[CH3:17])[C:21]([CH3:32])([CH3:33])[C:22](=[O:31])[CH2:23][C@@H:24]([O:30][C:2]([O:4][CH2:5][C:6]([Cl:9])([Cl:8])[Cl:7])=[O:3])[C@@H:25]([CH3:29])[CH2:26][CH:27]=[CH2:28])([CH3:37])[CH3:36] |f:3.4|. The product is C(C)(C)OC(C(C(C[C@H]([C@H](CC=C)C)OC(=O)OCC(Cl)(Cl)Cl)=O)(C)C)OC(C)C ((5R,6S)-1,1-diisopropoxy-5-(2,2,2-trichloroethoxycarbonyloxy)-2,2,6-trimethyl-8-nonen-3-one). Reported procedure: Trichloroethyl chloroformate (2.5 mL) and pyridine (2.95 mL) are added to a solution of (5R,6S)-1,1-diisopropoxy-5-hydroxy-2,2,6-trimethyl-8-nonen-3-one (2.9 g) in 40 mL of CH2Cl2 at 0° C., and the mixture is stirred for 5 hours before pouring into sat. aq. NaCl and extracting with CH2Cl2. The extract is dried over Na2SO4, filtered, and evaporated. The product is purified by chromatography on SiO2. Conditions: time 5 hour. Reactants: [Na+].[Cl-] (NaCl), ClC(=O)OCC(Cl)(Cl)Cl (Trichloroethyl chloroformate), N1=CC=CC=C1 (pyridine), C(C)(C)OC(C(C(C[C@H]([C@H](CC=C)C)O)=O)(C)C)OC(C)C ((5R,6S)-1,1-diisopropoxy-5-hydroxy-2,2,6-trimethyl-8-nonen-3-one). Run in C(Cl)Cl (CH2Cl2). The reactants are C(C)OC=1C(=NS(N1)(=O)=O)N[C@H]1[C@@H](C(OC2=CC=C(C=C12)OC(F)(F)F)(C)C)O ((-)-(3S, 4R)-4-(4-Ethoxy-1,1-dioxo-[1,2,5]thiadiazol-3-ylamino)-2,2-dimethyl-6-trifluoromethoxy-chroman-3-ol), CNC (dimethylamine). Yields the product CC1(OC2=CC=C(C=C2[C@H]([C@@H]1O)NC1=NS(N=C1N(C)C)(=O)=O)OC(F)(F)F)C ((-)-(3S,4R)-2,2-Dimethyl-4-(4-dimethylamino-1,1-dioxo-[1,2,5]-thiadiazol-3-ylamino)-6-trifluoromethoxy-chroman-3-ol). As a reaction SMILES: C(O[C:4]1[C:5]([NH:11][C@@H:12]2[C:21]3[C:16](=[CH:17][CH:18]=[C:19]([O:22][C:23]([F:26])([F:25])[F:24])[CH:20]=3)[O:15][C:14]([CH3:28])([CH3:27])[C@H:13]2[OH:29])=[N:6][S:7](=[O:10])(=[O:9])[N:8]=1)C.[CH3:30][NH:31][CH3:32]>>[CH3:28][C:14]1([CH3:27])[C@@H:13]([OH:29])[C@H:12]([NH:11][C:5]2[C:4]([N:31]([CH3:32])[CH3:30])=[N:8][S:7](=[O:10])(=[O:9])[N:6]=2)[C:21]2[C:16](=[CH:17][CH:18]=[C:19]([O:22][C:23]([F:24])([F:25])[F:26])[CH:20]=2)[O:15]1. Procedure: In a method similar to Example 3, the product of Example 1, Step 2 (0.250 g, 0.572) was converted to the title compound with dimethylamine gas to give, after recrystallization from diethyl ether/hexane, 0.19 g (76%) of product as a white solid: mp 135°-140° C.; 1H NMR (DMSO-D6): δ 8.09 (br s, 1H), 7.23 (br s, 1H), 7.10 (d, 1H), 6.82 (d, 1H), 5.84 (br s, 1H), 4.77 (m, 1H), 3.75 (m, 1H), 3.35 (s, 3H), 2.53 (s, 3H), 1.38 (s, 3H), 1.19 (s, 3H); IR (KBr): 3400, 1600 cm-1 ; MS (m/z) 437 (MH+, 100%), 4...